This data is from the Open Reaction Database (ORD), a public repository of structured organic reaction records. The task is: describe an organic reaction: reactants, conditions, products, and yield Starting materials: CC=1C=C(C=C(C1)OCCNC1=CC=NC=C1)CO ({3-methyl-5-[2-(pyridin-4-ylamino)-ethoxy]-phenyl}-methanol), C(C)OCC (diethyl ether). The reagents and catalysts are [O-2].[O-2].[Mn+4] (manganese dioxide). The solvent is O1CCOCC1 (1,4-dioxan). Reaction conditions: time 5 hour. Yields the product CC=1C=C(C=O)C=C(C1)OCCNC1=CC=NC=C1 (3-Methyl-5-[2-(pyridin-4-ylamino)-ethoxy]-benzaldehyde). As a reaction SMILES: [CH3:1][C:2]1[CH:3]=[C:4]([CH2:18][OH:19])[CH:5]=[C:6]([O:8][CH2:9][CH2:10][NH:11][C:12]2[CH:17]=[CH:16][N:15]=[CH:14][CH:13]=2)[CH:7]=1.C(OCC)C>O1CCOCC1.[O-2].[O-2].[Mn+4]>[CH3:1][C:2]1[CH:3]=[C:4]([CH:5]=[C:6]([O:8][CH2:9][CH2:10][NH:11][C:12]2[CH:13]=[CH:14][N:15]=[CH:16][CH:17]=2)[CH:7]=1)[CH:18]=[O:19] |f:3.4.5|. Reported procedure: A suspension of {3-methyl-5-[2-(pyridin-4-ylamino)-ethoxy]-phenyl}-methanol (0.132 g) and manganese dioxide (0.370 g) in 1,4-dioxan (5 ml) was heated to reflux with stirring under an atmosphere of dry nitrogen for 5 h. After cooling to room temperature the mixture was filtered through Harborlite® and the pad washed with 1,4-dioxan and then methanol. The combined filtrates were evaporated to dryness under reduced pressure to give an off-white solid. Trituration with diethyl ether gave, after dryi... The reactants are BrC1=C(N=C(N=N1)N)C1=CC=CC=C1 (6-bromo-5-phenyl-1,2,4-triazin-3-amine), COC=1C=C(C=C(C1)OC)B(O)O (3,5-dimethoxyphenylboronic acid). Yields the product COC=1C=C(C=C(C1)OC)C1=C(N=C(N=N1)N)C1=CC=CC=C1 (6-(3,5-Dimethoxyphenyl)-5-phenyl-1,2,4-triazin-3-amine). The yield is 59.7%. As a reaction SMILES: Br[C:2]1[N:7]=[N:6][C:5]([NH2:8])=[N:4][C:3]=1[C:9]1[CH:14]=[CH:13][CH:12]=[CH:11][CH:10]=1.[CH3:15][O:16][C:17]1[CH:18]=[C:19](B(O)O)[CH:20]=[C:21]([O:23][CH3:24])[CH:22]=1>>[CH3:15][O:16][C:17]1[CH:18]=[C:19]([C:2]2[N:7]=[N:6][C:5]([NH2:8])=[N:4][C:3]=2[C:9]2[CH:14]=[CH:13][CH:12]=[CH:11][CH:10]=2)[CH:20]=[C:21]([O:23][CH3:24])[CH:22]=1. Procedure details: 6-(3,5-Dimethoxyphenyl)-5-phenyl-1,2,4-triazin-3-amine (55 mg, 60%) was prepared from 6-bromo-5-phenyl-1,2,4-triazin-3-amine (75 mg, 0.299 mmol) and 3,5-dimethoxyphenylboronic acid (62.5 mg, 0.344 mmol) according to the general procedure of Example 1. Reactants: CC=1C=CC(=CC1)S(=O)(=O)O (PTSA), NC[C@H]1CC[C@@H]([C@H]([C@@H]1C(=O)OCC)C1=CC=C(C=C1)F)O[C@H](C)C1=CC(=CC(=C1)C(F)(F)F)C(F)(F)F (Ethyl (1R,2R,3S,6S)-6-(aminomethyl)-3-{(1R)-1-[3,5-bis(trifluoromethyl)phenyl]ethoxy}-2-(4-fluorophenyl)cyclohexanecarboxylate), NC[C@H]1CC[C@@H]([C@H]([C@@H]1C(=O)OCC)C1=CC=C(C=C1)F)O[C@H](C)C1=CC(=CC(=C1)C(F)(F)F)C(F)(F)F (Ethyl (1R,2R,3S,6S)-6-(aminomethyl)-3-{(1R)-1-[3,5-bis(trifluoromethyl)phenyl]ethoxy}-2-(4-fluorophenyl)cyclohexanecarboxylate), C1(CC(CC1)=O)=O (cyclopentane-1,3-dione). The solvent is C1(=CC=CC=C1)C (toluene). Reaction conditions: temperature -78 celsius, time 16 hour. The product is FC(C=1C=C(C=C(C1)C(F)(F)F)[C@@H](C)O[C@@H]1[C@H]([C@@H]([C@H](CC1)CNC1=CC(CC1)=O)CO)C1=CC=C(C=C1)F)(F)F (3-({[(1S,2R,3R,4S)-4-{(1R)-1-[3,5-bis(trifluoromethyl)phenyl]ethoxy}-3-(4-fluorophenyl)-2-(hydroxymethyl)cyclohexyl]methyl}amino)cyclopent-2-en-1-one). The yield is 10.7%. As a reaction SMILES: [NH2:1][CH2:2][C@@H:3]1[C@@H:8]([C:9](OCC)=[O:10])[C@H:7]([C:14]2[CH:19]=[CH:18][C:17]([F:20])=[CH:16][CH:15]=2)[C@@H:6]([O:21][C@@H:22]([C:24]2[CH:29]=[C:28]([C:30]([F:33])([F:32])[F:31])[CH:27]=[C:26]([C:34]([F:37])([F:36])[F:35])[CH:25]=2)[CH3:23])[CH2:5][CH2:4]1.[C:38]1(=O)[CH2:42][CH2:41][C:40](=[O:43])[CH2:39]1.CC1C=CC(S(O)(=O)=O)=CC=1>C1(C)C=CC=CC=1>[F:31][C:30]([F:32])([F:33])[C:28]1[CH:29]=[C:24]([C@H:22]([O:21][C@H:6]2[CH2:5][CH2:4][C@H:3]([CH2:2][NH:1][C:38]3[CH2:42][CH2:41][C:40](=[O:43])[CH:39]=3)[C@@H:8]([CH2:9][OH:10])[C@@H:7]2[C:14]2[CH:19]=[CH:18][C:17]([F:20])=[CH:16][CH:15]=2)[CH3:23])[CH:25]=[C:26]([C:34]([F:36])([F:37])[F:35])[CH:27]=1. Procedure details: To a solution of ethyl (1R,2R,3S,6S)-6-(aminomethyl)-3-{(1R)-1-[3,5-bis(trifluoromethyl)phenyl]ethoxy}-2-(4-fluorophenyl)cyclohexanecarboxylate (0.07 g, 0.13 mmol, intermediate from Step E) in 30 mL dry toluene was added cyclopentane-1,3-dione (0.064 g, 0.65 mmol) and a catalytic amount (˜0.5 mg) of PTSA. The resulting mixture was heated at reflux for 1 hr. The solvent was removed under vacuum. The residue was dissolved in 10 mL toluene and was cooled to −78° C. under nitrogen. Dibal-H (2 mL, 1.... The reactants are [BH4-], CO, OCc1nc(Cl)ccc1Cl, O=C(O)c1nc(Cl)ccc1Cl, Cl, [Na+], O, O=S(Cl)Cl, c1ccncc1. Reaction SMILES: [BH4-:12].[CH3:36][OH:37].[Cl:14][c:15]1[c:16]([CH2:17][OH:18])[n:19][c:20]([Cl:21])[cH:22][cH:23]1.[Cl:1][c:2]1[c:3]([C:9]([OH:10])=[O:11])[n:4][c:5]([Cl:8])[cH:6][cH:7]1.[ClH:28].[Na+:13].[OH2:35].[S:24]([Cl:25])([Cl:26])=[O:27].[n:29]1[cH:30][cH:31][cH:32][cH:33][cH:34]1>>[Cl:1][c:2]1[c:3]([CH2:9][Cl:14])[n:4][c:5]([Cl:8])[cH:6][cH:7]1. Product: ClCc1nc(Cl)ccc1Cl. The reactants are CO, O=C(OCc1ccccc1)N1CC(O)(C(O)CC2OCCO2)C1. Yields the product OC(CC1OCCO1)C1(O)CNC1. As a reaction SMILES: [CH3:24][OH:25].[O:1]1[CH:2]([CH2:6][CH:7]([OH:8])[C:9]2([OH:23])[CH2:10][N:11]([C:13]([O:14][CH2:15][c:16]3[cH:17][cH:18][cH:19][cH:20][cH:21]3)=[O:22])[CH2:12]2)[O:3][CH2:4][CH2:5]1>>[O:1]1[CH:2]([CH2:6][CH:7]([OH:8])[C:9]2([OH:23])[CH2:10][NH:11][CH2:12]2)[O:3][CH2:4][CH2:5]1. Starting materials: C(C1=CC=CC=C1)OC1=CC(=C(C=O)C=C1OCC)[N+](=O)[O-] (4-Benzyloxy-5-ethoxy-2-nitro-benzaldehyde), Cl (hydrochloric acid). The solvent is C(C)(=O)O (acetic acid). Yields the product C(C)OC=1C(=CC(=C(C=O)C1)[N+](=O)[O-])O (5-Ethoxy-4-hydroxy-2-nitro-benzaldehyde). RXN SMILES: C([O:8][C:9]1[C:16]([O:17][CH2:18][CH3:19])=[CH:15][C:12]([CH:13]=[O:14])=[C:11]([N+:20]([O-:22])=[O:21])[CH:10]=1)C1C=CC=CC=1.Cl>C(O)(=O)C>[CH2:18]([O:17][C:16]1[C:9]([OH:8])=[CH:10][C:11]([N+:20]([O-:22])=[O:21])=[C:12]([CH:15]=1)[CH:13]=[O:14])[CH3:19]. Procedure: 4-Benzyloxy-5-ethoxy-2-nitro-benzaldehyde (23 g) was dissolved in acetic acid (93 ml) and concentrated hydrochloric acid (10 ml). The reaction solution was refluxed for 24 hours. Then the solution was evaporated to dryness and the residue was dissolved in diethyl ether. The product was extracted into 1M sodium hydroxide and acidified with 6M hydrochloric acid. The resultant solid was filtered and dried under vacuum. The reactants are CCCN(C)C(=O)c1cc(N)c(F)c(C(=O)OCC)c1, CS(=O)(=O)Cl, ClCCl, c1ccncc1. Product: CCCN(C)C(=O)c1cc(NS(C)(=O)=O)c(F)c(C(=O)OCC)c1. Reaction SMILES: [CH2:1]([CH3:2])[O:3][C:4]([c:5]1[cH:6][c:7]([C:8](=[O:9])[N:10]([CH2:11][CH2:12][CH3:13])[CH3:14])[cH:15][c:16]([NH2:19])[c:17]1[F:18])=[O:20].[CH3:27][S:28]([Cl:29])(=[O:30])=[O:31].[Cl:32][CH2:33][Cl:34].[cH:21]1[cH:22][cH:23][n:24][cH:25][cH:26]1>>[CH2:1]([CH3:2])[O:3][C:4]([c:5]1[cH:6][c:7]([C:8](=[O:9])[N:10]([CH2:11][CH2:12][CH3:13])[CH3:14])[cH:15][c:16]([NH:19][S:28]([CH3:27])(=[O:30])=[O:31])[c:17]1[F:18])=[O:20]. Run at temperature 20 celsius, time 6 hour. RXN SMILES: [CH3:1][O:2][CH2:3][CH2:4][O:5][C:6]1[C:16]([O:17][CH2:18][CH2:19][O:20][CH3:21])=[CH:15][C:9]([C:10](OCC)=O)=[C:8]([N+:22]([O-])=O)[CH:7]=1.Cl.[C:26](Cl)(=[O:28])C.C([O-])=O.[NH4+:33]>C(O)C.C(N)=O.O=[Pt]=O.O.O>[CH3:21][O:20][CH2:19][CH2:18][O:17][C:16]1[CH:15]=[C:9]2[C:8](=[CH:7][C:6]=1[O:5][CH2:4][CH2:3][O:2][CH3:1])[NH:22][C:26](=[O:28])[N:33]=[CH:10]2 |f:3.4,7.8|. Procedure details: To ethyl 3,4-dihydroxybenzoate (36.4 g, 0.200 mol), K2CO3 (60.8 g, 0.44 mol) and tetrabutylammonium iodide (750 mg) in degassed acetone (400 mL) was added 2-bromoethyl methyl ether (69.5 g, 47 mL). The mixture was stirred under N2 at reflux for 64 hours. Ether (600 mL) was added to the mixture and after stirring 30 minutes at 20° C. the precipitated salts were removed by filtration. The filtrate was concentrated in vacuo and the residue was triturated with hexane (500 mL) for 30 minutes and the ... Solvent: C(C)O (ethanol), O (H2O), C(=O)N (formamide). The product is COCCOC=1C=C2C=NC(NC2=CC1OCCOC)=O (6,7-Bis(2-methoxy-ethoxy)-quinazolone). The reactants are COCCOC1=CC(=C(C(=O)OCC)C=C1OCCOC)[N+](=O)[O-] (ethyl 4,5-bis-(2-methoxy-ethoxy)-2-nitro-benzoate), C(C)(=O)Cl (acetyl chloride), material, Cl (HCl), COCCOC1=CC(=C(C(=O)OCC)C=C1OCCOC)[N+](=O)[O-] (ethyl 4,5-bis-(2-methoxy-ethoxy)-2-nitro-benzoate), C(=O)[O-].[NH4+] (ammonium formate). Reagents/catalysts: O=[Pt]=O.O (PtO2.H2O).